From a dataset of the Open Reaction Database (ORD), a public repository of structured organic reaction records. describe an organic reaction: reactants, conditions, products, and yield Reactants: C(C(=C)C)(=O)OCC1=CC=CC=C1 (benzyl methacrylate), C(C(=C)C)(=O)OCCOCCCC (2-butoxyethyl methacrylate), C(C=C)(=O)O (acrylic acid), SCCC(=O)OC (methyl 3-mercaptopropionate), N(=NC(C#N)(C)C1CC1)C(C#N)(C)C1CC1 (2,2'-azobis(2-cyclopropylpropionitrile)), 200, nylon, N(=NC(C#N)(C)C)C(C#N)(C)C (2,2'-azobis-(isobutyronitrile)). Run at time 1 hour. The product is CCC(C)CCC(C)(CC)O (AR-1). As a reaction SMILES: C(O[CH2:7][C:8]1[CH:13]=[CH:12]C=[CH:10][CH:9]=1)(=O)C(C)=C.[C:14](OCCOCCCC)(=O)C(C)=C.[C:27]([OH:31])(=O)[CH:28]=[CH2:29].SCCC(OC)=O.N(C(C1CC1)(C)C#N)=NC(C1CC1)(C)C#N.N(C(C)(C)C#N)=NC(C)(C)C#N>>[CH3:10][CH2:9][CH:8]([CH2:13][CH2:12][C:27]([OH:31])([CH2:28][CH3:29])[CH3:14])[CH3:7]. Reported procedure: To the solution was dropwise added a mixed solution of 48 g of benzyl methacrylate, 40 g of 2-butoxyethyl methacrylate, 12 g of acrylic acid, 2.6 g of methyl 3-mercaptopropionate and 1.2 g of 2,2'-azobis(2-cyclopropylpropionitrile) (abbreviated as ACPP) over a period of one hour, followed by stirring for one hour. To the reaction mixture was added 0.8 g of ACPP, followed by reacting for 2 hours. Further, 0.5 g of 2,2'-azobis-(isobutyronitrile) (abbreviated as AIBN) was added thereto, the reactio... The reactants are BrCC1=CC=C(C=C1)C1=CC=NO1 (5-(4-(bromomethyl)phenyl)isoxazole), 5,6-dihydrospiro[benzo[1,2-b:5,4-b′]difuran-3,3′-indol]-2″(1′H)-one, BrCC1OCCCC1 (2-(bromomethyl)tetrahydro-2H-pyran), N1C(C2(C3=CC=CC=C13)COC1=CC3=C(OCCO3)C=C12)=O (2,3-dihydrospiro[furo[2,3-g][1,4]benzodioxine-8,3′-indol]-2′(1′H)-one). The product is O1N=CC=C1C1=CC=C(CN2C(C3(C4=CC=CC=C24)COC2=CC4=C(OCCO4)C=C23)=O)C=C1 (1′-(4-isoxazol-5-ylbenzyl)-2,3-dihydrospiro[furo[2,3-g][1,4]benzodioxine-8,3′-indol]-2′(1′H)-one). Reaction SMILES: Br[CH2:2][C:3]1[CH:8]=[CH:7][C:6]([C:9]2[O:13][N:12]=[CH:11][CH:10]=2)=[CH:5][CH:4]=1.BrCC1CCCCO1.[NH:22]1[C:30]2[C:25](=[CH:26][CH:27]=[CH:28][CH:29]=2)[C:24]2([C:42]3[C:33](=[CH:34][C:35]4[O:40][CH2:39][CH2:38][O:37][C:36]=4[CH:41]=3)[O:32][CH2:31]2)[C:23]1=[O:43]>>[O:13]1[C:9]([C:6]2[CH:7]=[CH:8][C:3]([CH2:2][N:22]3[C:30]4[C:25](=[CH:26][CH:27]=[CH:28][CH:29]=4)[C:24]4([C:42]5[C:33](=[CH:34][C:35]6[O:40][CH2:39][CH2:38][O:37][C:36]=6[CH:41]=5)[O:32][CH2:31]4)[C:23]3=[O:43])=[CH:4][CH:5]=2)=[CH:10][CH:11]=[N:12]1. Procedure: Following the procedure as described in EXAMPLE 4 and making non-critical variations using 5-(4-(bromomethyl)phenyl)isoxazole (0.20 g, 0.84 mmol) to replace 2-(bromomethyl)tetrahydro-2H-pyran, and 2,3-dihydrospiro[furo[2,3-g][1,4]benzodioxine-8,3′-indol]-2′(1′H)-one to replace 5,6-dihydrospiro[benzo[1,2-b:5,4-b′]difuran-3,3′-indol]-2″(1′H)-one, 1′-(4-isoxazol-5-ylbenzyl)-2,3-dihydrospiro[furo[2,3-g][1,4]benzodioxine-8,3′-indol]-2′(1′H)-one was obtained (70%) as a colorless solid: mp 209-212° C. ... Reported procedure: To a solution of 2,4-Dichloro-7H-pyrrolo[2,3-d]pyrimidine (0.062 g, 0.33 mmol) in DMSO (1 mL) was added DIPEA (0.117 mL, 0.66 mmol) and 2-(3-aminophenoxy)-N-methylacetamide (0.095 g, 0.49 mmol). After heating at 100° C. for 15 h, it was diluted with EtOAc, washed with saturated NaHCO3, brine, dried and concentrated to give 2-(3-(2-chloro-7H-pyrrolo[2,3-d]pyrimidin-4-ylamino)phenoxy-N-methylacetamide (0.062 g). RXN SMILES: [Cl:1][C:2]1[N:3]=[C:4](Cl)[C:5]2[CH:10]=[CH:9][NH:8][C:6]=2[N:7]=1.CCN(C(C)C)C(C)C.[NH2:21][C:22]1[CH:23]=[C:24]([CH:31]=[CH:32][CH:33]=1)[O:25][CH2:26][C:27]([NH:29][CH3:30])=[O:28]>CS(C)=O.CCOC(C)=O>[Cl:1][C:2]1[N:3]=[C:4]([NH:21][C:22]2[CH:23]=[C:24]([CH:31]=[CH:32][CH:33]=2)[O:25][CH2:26][C:27]([NH:29][CH3:30])=[O:28])[C:5]2[CH:10]=[CH:9][NH:8][C:6]=2[N:7]=1. The reactants are ClC=1N=C(C2=C(N1)NC=C2)Cl (2,4-Dichloro-7H-pyrrolo[2,3-d]pyrimidine), CCN(C(C)C)C(C)C (DIPEA), NC=1C=C(OCC(=O)NC)C=CC1 (2-(3-aminophenoxy)-N-methylacetamide). Conditions: temperature 100 celsius. Isolated yield 56.6%. Yields the product ClC=1N=C(C2=C(N1)NC=C2)NC=2C=C(OCC(=O)NC)C=CC2 (3-(2-chloro-7H-pyrrolo[2,3-d]pyrimidin-4-ylamino)phenoxy-N-methylacetamide). Run in CS(=O)C (DMSO), CCOC(=O)C (EtOAc). Product: COc1cc(OC)c(CC2CN(C(=O)OC(C)(C)C)CCO2)cc1Br. The reactants are O=C1CCC(=O)N1Br, COc1ccc(CC2CN(C(=O)OC(C)(C)C)CCO2)c(OC)c1, CC#N. As a reaction SMILES: [Br:1][N:2]1[C:3](=[O:4])[CH2:5][CH2:6][C:7]1=[O:8].[C:9](=[O:10])([O:11][C:12]([CH3:13])([CH3:14])[CH3:15])[N:16]1[CH2:17][CH:18]([CH2:22][c:23]2[c:24]([O:31][CH3:32])[cH:25][c:26]([O:29][CH3:30])[cH:27][cH:28]2)[O:19][CH2:20][CH2:21]1.[CH3:33][C:34]#[N:35]>>[Br:1][c:27]1[c:26]([O:29][CH3:30])[cH:25][c:24]([O:31][CH3:32])[c:23]([CH2:22][CH:18]2[CH2:17][N:16]([C:9](=[O:10])[O:11][C:12]([CH3:13])([CH3:14])[CH3:15])[CH2:21][CH2:20][O:19]2)[cH:28]1. RXN SMILES: [F:17][CH:18]([c:19]1[n:20][n:21]([CH3:27])[cH:22][c:23]1[C:24](=[O:25])[Cl:26])[F:28].[F:1][c:2]1[cH:3][c:4](-[c:10]2[c:11]([NH2:16])[cH:12][cH:13][cH:14][cH:15]2)[cH:5][c:6]([F:9])[c:7]1[F:8].[cH:29]1[cH:30][cH:31][n:32][cH:33][cH:34]1>>[F:1][c:2]1[cH:3][c:4](-[c:10]2[c:11]([NH:16][C:24]([c:23]3[c:19]([CH:18]([F:17])[F:28])[n:20][n:21]([CH3:27])[cH:22]3)=[O:25])[cH:12][cH:13][cH:14][cH:15]2)[cH:5][c:6]([F:9])[c:7]1[F:8]. Starting materials: Cn1cc(C(=O)Cl)c(C(F)F)n1, Nc1ccccc1-c1cc(F)c(F)c(F)c1, c1ccncc1. The product is Cn1cc(C(=O)Nc2ccccc2-c2cc(F)c(F)c(F)c2)c(C(F)F)n1. As a reaction SMILES: [Br:1][c:2]1[cH:3][cH:4][c:5]([F:18])[c:6]([C:8](=[O:9])[c:10]2[cH:11][cH:12][c:13]([O:16][CH3:17])[cH:14][cH:15]2)[cH:7]1.[CH2:19]([SiH:20]([CH2:21][CH3:22])[CH2:23][CH3:24])[CH3:25].[CH3:31][C:32]#[N:33].[Cl:28][CH2:29][Cl:30].[K+:27].[OH-:26].[OH2:34]>>[Br:1][c:2]1[cH:3][cH:4][c:5]([F:18])[c:6]([CH2:8][c:10]2[cH:11][cH:12][c:13]([O:16][CH3:17])[cH:14][cH:15]2)[cH:7]1. The reactants are COc1ccc(C(=O)c2cc(Br)ccc2F)cc1, CC[SiH](CC)CC, CC#N, ClCCl, [K+], [OH-], O. Yields the product COc1ccc(Cc2cc(Br)ccc2F)cc1. The reactants are FC=1C=C(C=CC1I)C1=NOC(C1)CN(C(=O)OC(C)(C)C)C1=NOC=C1 ((5RS)-3-(3-Fluoro-4-iodophenyl)-5-(N-(t-butoxycarbonyl)isoxazol-3-ylaminomethyl)-4,5-dihydro-isoxazole), C(C)(C)(C)OC(=O)N1CC=C(CC1)[Sn](C)(C)C (1-t-butoxycarbonyl-4-trimethylstannyl-1,2,5,6-tetrahydropyridine), C1(=CC=CC=C1)[As](C1=CC=CC=C1)C1=CC=CC=C1 (triphenylarsine). The reagents and catalysts are C=1C=CC(=CC1)/C=C/C(=O)/C=C/C2=CC=CC=C2.C=1C=CC(=CC1)/C=C/C(=O)/C=C/C2=CC=CC=C2.C=1C=CC(=CC1)/C=C/C(=O)/C=C/C2=CC=CC=C2.[Pd].[Pd] (Tris(dibenzylideneacetone)dipalladium). Run in CN1C(CCC1)=O (N-methylpyrrolidone). Reaction conditions: time 15 minute. Yields the product FC=1C=C(C=CC1C1=CCN(CC1)C(=O)OC(C)(C)C)C1=NOC(C1)CN(C(=O)OC(C)(C)C)C1=NOC=C1 ((5RS)-3-(3-Fluoro-4-(1-t-butoxycarbonyl-1,2,5,6-tetrahydropyrid-4-yl)phenyl)-5-(N-(t-butoxycarbonyl)isoxazol-3-ylaminomethyl)-4,5-dihydroisoxazole). Isolated yield 48.9%. As a reaction SMILES: C1([As](C2C=CC=CC=2)C2C=CC=CC=2)C=CC=CC=1.[F:20][C:21]1[CH:22]=[C:23]([C:28]2[CH2:32][CH:31]([CH2:33][N:34]([C:42]3[CH:46]=[CH:45][O:44][N:43]=3)[C:35]([O:37][C:38]([CH3:41])([CH3:40])[CH3:39])=[O:36])[O:30][N:29]=2)[CH:24]=[CH:25][C:26]=1I.[C:47]([O:51][C:52]([N:54]1[CH2:59][CH2:58][C:57]([Sn](C)(C)C)=[CH:56][CH2:55]1)=[O:53])([CH3:50])([CH3:49])[CH3:48]>CN1CCCC1=O.C1C=CC(/C=C/C(/C=C/C2C=CC=CC=2)=O)=CC=1.C1C=CC(/C=C/C(/C=C/C2C=CC=CC=2)=O)=CC=1.C1C=CC(/C=C/C(/C=C/C2C=CC=CC=2)=O)=CC=1.[Pd].[Pd]>[F:20][C:21]1[CH:22]=[C:23]([C:28]2[CH2:32][CH:31]([CH2:33][N:34]([C:42]3[CH:46]=[CH:45][O:44][N:43]=3)[C:35]([O:37][C:38]([CH3:41])([CH3:40])[CH3:39])=[O:36])[O:30][N:29]=2)[CH:24]=[CH:25][C:26]=1[C:57]1[CH2:58][CH2:59][N:54]([C:52]([O:51][C:47]([CH3:50])([CH3:49])[CH3:48])=[O:53])[CH2:55][CH:56]=1 |f:4.5.6.7.8|. Reported procedure: Tris(dibenzylideneacetone)dipalladium (141 mg, 0.154 mM) and triphenylarsine (188 mg, 0.616 mM) were dissolved in degassed N-methylpyrrolidone (40 ml) under nitrogen, and stirred for 15 minutes. (5RS)-3-(3-Fluoro-4-iodophenyl)-5-(N-(t-butoxycarbonyl)isoxazol-3-ylaminomethyl)-4,5-dihydro-isoxazole (1.5 g, 3.08 mM) and 1-t-butoxycarbonyl-4-trimethylstannyl-1,2,5,6-tetrahydropyridine (1.99 g, 4.62 mM) were added, and the reaction heated at 70–80° for 18 hours. The mixture was filtered through celit... Reaction SMILES: [CH2:1]([NH2:4])[CH:2]=[CH2:3].Cl.[CH2:6]([N:13]1[C@H:17]([CH2:18]Cl)[CH2:16][CH2:15][C@@H:14]1[CH2:20]Cl)[C:7]1[CH:12]=[CH:11][CH:10]=[CH:9][CH:8]=1.[Na+].[I-].C([O-])(O)=O.[Na+]>C(#N)C>[CH2:6]([N:13]1[CH:17]2[CH2:16][CH2:15][CH:14]1[CH2:20][N:4]([CH2:1][CH:2]=[CH2:3])[CH2:18]2)[C:7]1[CH:12]=[CH:11][CH:10]=[CH:9][CH:8]=1 |f:1.2,3.4,5.6|. Starting materials: C(C=C)N (Allylamine), Cl.C(C1=CC=CC=C1)N1[C@H](CC[C@H]1CCl)CCl (cis-1-Benzyl-2,5-bis(chloromethyl)pyrrolidine hydrochloride), [Na+].[I-] (NaI), C(=O)(O)[O-].[Na+] (NaHCO3). The solvent is C(C)#N (acetonitrile). Isolated yield 98.7%. Yields the product C(C1=CC=CC=C1)N1C2CN(CC1CC2)CC=C (8-Benzyl-3-(2-propenyl)-3,8-diazabicyclo[3.2.1]octane). Procedure: Allylamine (9.5 mL, 0.13 mol) was added to a suspension of cis-1-benzyl-2,5-bis(chloromethyl)pyrrolidine hydrochloride (37.5 g, 0.13 mol, from step (e) above), NaI (47.6 g, 0.32 mol) and NaHCO3 (106.7 g, 1.27 mol) in acetonitrile (1.8 L). The reaction was heated at reflux for 8 h, filtered, and the filtrate concentrated in vacuo. The residue was partitioned between ethyl acetate and ice cold 1 N NaOH. The ethyl acetate layer was separated, dried (Na2SO4), filtered and concentrated in vacuo to af... The reactants are ClCCl (dichloromethane), B(F)(F)F.CCOCC (Boron trifluoride diethyl etherate), CC(=O)OCC1=C(N2[C@@H]([C@@H](C2=O)N)SC1)C(=O)O (7-aminocephalosporanic acid), ONC(CCC1(N=C2N(C=C1)NC(=N2)C)S)=O (N-hydroxy-5-mercapto-2-methyl-s-triazolo[1,5-a]pyrimidine-5-propionamide), ClCCl.S1(=O)(=O)CCCC1 (dichloromethane sulpholane). Reaction conditions: time 16 hour. Product: N[C@H]1[C@H]2SCC(=C(N2C1=O)C(=O)O)CSC1=CC(=NC=2N1N=C(N2)C)CCC(NO)=O ((6R,7R)-7-amino-3-[[[5-[2-(hydroxycarbamoyl)ethyl]-2-methyl-s-triazolo[1,5-a]pyrimidin-7-yl]thio]methyl]-8-oxo-5-thia-1-azabicyclo[4.2.0]oct-2-ene-2-carboxylic acid). Reaction SMILES: B(F)(F)F.CCOCC.CC(O[CH2:14][C:15]1[CH2:24][S:23][C@@H:18]2[C@H:19]([NH2:22])[C:20](=[O:21])[N:17]2[C:16]=1[C:25]([OH:27])=[O:26])=O.[OH:28][NH:29][C:30](=[O:44])[CH2:31][CH2:32][C:33]1(S)[CH:38]=[CH:37][N:36]2[NH:39][C:40]([CH3:42])=[N:41][C:35]2=[N:34]1.ClCCl.ClCCl.[S:51]1(CCCC1)(=O)=O>>[NH2:22][C@@H:19]1[C:20](=[O:21])[N:17]2[C@@H:18]1[S:23][CH2:24][C:15]([CH2:14][S:51][C:37]1[N:36]3[N:39]=[C:40]([CH3:42])[N:41]=[C:35]3[N:34]=[C:33]([CH2:32][CH2:31][C:30](=[O:44])[NH:29][OH:28])[CH:38]=1)=[C:16]2[C:25]([OH:27])=[O:26] |f:0.1,5.6|. Procedure details: Boron trifluoride diethyl etherate (2 ml) are added dropwise at 0° C. to a suspension of 305 mg (1.12 mmol) of 7-aminocephalosporanic acid and 318 mg (1.25 mmol of N-hydroxy-5-mercapto-2-methyl-s-triazolo[1,5-a]pyrimidine-5-propionamide in 4 ml of dichloromethane/sulpholane (1:1 v/v). Subsequently, the mixture is stirred at room temperature for 16 hours. The solution is treated with 50 ml of dichloromethane. A beige substance crystallizes out. It is filtered off, washed with diethyl ether and di... The reactants are Clc1ncc(Br)cn1, CC(C)(C)OC(=O)N1CC2CC2C1CN, Cc1ccccc1C, CCOC(C)=O, CCN(C(C)C)C(C)C, [K+], [K+], O=C([O-])[O-], O. Yields the product CC(C)(C)OC(=O)N1CC2CC2C1CNc1ncc(Br)cn1. RXN SMILES: [Br:1][c:2]1[cH:3][n:4][c:5]([Cl:8])[n:6][cH:7]1.[C:9]([CH3:10])([CH3:11])([CH3:12])[O:13][C:14](=[O:15])[N:16]1[CH:17]([CH2:22][NH2:23])[CH:18]2[CH2:19][CH:20]2[CH2:21]1.[CH3:39][c:40]1[c:41]([CH3:42])[cH:43][cH:44][cH:45][cH:46]1.[CH3:47][CH2:48][O:49][C:50]([CH3:51])=[O:52].[CH:30]([N:31]([CH2:32][CH3:33])[CH:34]([CH3:35])[CH3:36])([CH3:37])[CH3:38].[K+:24].[K+:25].[O-:26][C:27]([O-:28])=[O:29].[OH2:53]>>[Br:1][c:2]1[cH:3][n:4][c:5]([NH:23][CH2:22][CH:17]2[N:16]([C:14]([O:13][C:9]([CH3:10])([CH3:11])[CH3:12])=[O:15])[CH2:21][CH:20]3[CH:18]2[CH2:19]3)[n:6][cH:7]1.